From a dataset of the Open Reaction Database (ORD), a public repository of structured organic reaction records. describe an organic reaction: reactants, conditions, products, and yield The reactants are ClC1=C2CNC(C2=C(C=C1O)C=1N(C2=CC=C(C=C2C1C)CN1CCCCC1)C(=O)OC(C)(C)C)=O (4-chloro-5-hydroxy-7-[1-(tert-butoxycarbonyl)-5-(piperidin-1-ylmethyl)methylindol-2-yl]isoindolinone), C([O-])([O-])=O.[Cs+].[Cs+] (cesium carbonate), ClCCCI (1-chloro-3-iodopropane). Solvent: C(C)#N (acetonitrile). The product is ClC1=C2CNC(C2=C(C=C1OCCCCl)C=1N(C2=CC=C(C=C2C1)CN1CCCCC1)C(=O)OC(C)(C)C)=O (4-chloro-5-(3-chloropropoxy)-7-[1-(tert-butoxycarbonyl)-5-(piperidin-1-ylmethyl)indol-2-yl]isoindolinone). Isolated yield 84.5%. RXN SMILES: [Cl:1][C:2]1[C:10]([OH:11])=[CH:9][C:8]([C:12]2[N:13]([C:29]([O:31][C:32]([CH3:35])([CH3:34])[CH3:33])=[O:30])[C:14]3[C:19]([C:20]=2C)=[CH:18][C:17]([CH2:22][N:23]2[CH2:28][CH2:27][CH2:26][CH2:25][CH2:24]2)=[CH:16][CH:15]=3)=[C:7]2[C:3]=1[CH2:4][NH:5][C:6]2=[O:36].C(=O)([O-])[O-].[Cs+].[Cs+].[Cl:43][CH2:44][CH2:45][CH2:46]I>C(#N)C>[Cl:1][C:2]1[C:10]([O:11][CH2:46][CH2:45][CH2:44][Cl:43])=[CH:9][C:8]([C:12]2[N:13]([C:29]([O:31][C:32]([CH3:34])([CH3:33])[CH3:35])=[O:30])[C:14]3[C:19]([CH:20]=2)=[CH:18][C:17]([CH2:22][N:23]2[CH2:28][CH2:27][CH2:26][CH2:25][CH2:24]2)=[CH:16][CH:15]=3)=[C:7]2[C:3]=1[CH2:4][NH:5][C:6]2=[O:36] |f:1.2.3|. Reported procedure: In a similar manner to Step 1 of Example 433, 4-chloro-5-hydroxy-7-[1-(tert-butoxycarbonyl)-5-(piperidin-1-ylmethyl)methylindol-2-yl]isoindolinone (100 mg, 0.202 mmol) was suspended in acetonitrile (5.0 mL), and the suspension was treated with cesium carbonate (98.7 mg, 0.303 mmol) and 1-chloro-3-iodopropane (0.026 mL, 0.242 mmol), followed by purification by flash column chromatography (chloroform/methanol=19/1, 4/1) to obtain 4-chloro-5-(3-chloropropoxy)-7-[1-(tert-butoxycarbonyl)-5-(piperidin... Starting materials: ClC=1C=C(C=CC1)C1=CC(=NN1C1=CC(=C(C=C1)F)C#N)C(=O)OCC (Ethyl 5-(3-chlorophenyl)-1-(3-cyano-4-fluorophenyl)-1H-pyrazole-3-carboxylate), ClC=1C=C(C=CC1F)N1N=C(C=C1C1=CC(=CC(=C1)F)Cl)C(=O)O (1-(3-Chloro-4-fluorophenyl)-5-(3-chloro-5-fluorophenyl)-1H-pyrazole-3-carboxylic acid). Reaction conditions: time 6 hour. Product: ClC=1C=C(C=CC1)C1=CC(=NN1C1=CC(=C(C=C1)F)C#N)C(=O)O (5-(3-Chlorophenyl)-1-(3-cyano-4-fluorophenyl)-1H-pyrazole-3-carboxylic acid). As a reaction SMILES: [Cl:1][C:2]1[CH:3]=[C:4]([C:8]2[N:12]([C:13]3[CH:18]=[CH:17][C:16]([F:19])=[C:15]([C:20]#[N:21])[CH:14]=3)[N:11]=[C:10]([C:22]([O:24]CC)=[O:23])[CH:9]=2)[CH:5]=[CH:6][CH:7]=1.ClC1C=C(N2C(C3C=C(F)C=C(Cl)C=3)=CC(C(O)=O)=N2)C=CC=1F>>[Cl:1][C:2]1[CH:3]=[C:4]([C:8]2[N:12]([C:13]3[CH:18]=[CH:17][C:16]([F:19])=[C:15]([C:20]#[N:21])[CH:14]=3)[N:11]=[C:10]([C:22]([OH:24])=[O:23])[CH:9]=2)[CH:5]=[CH:6][CH:7]=1. Procedure details: The preparation of the title compound takes place starting from the compound of Example 60A in analogy to the synthesis of the compound of Example 71A but with stiffing for 6 hours. 672 mg of the title compound with 61% purity are obtained. Reactants: BrCc1ccccc1, CC(NC(=O)OC(C)(C)C)c1ncc(C(=O)O)s1, CS(C)=O, [K+], [OH-]. The product is CC(NC(=O)OC(C)(C)C)c1ncc(C(=O)OCc2ccccc2)s1. RXN SMILES: [Br:21][CH2:22][c:23]1[cH:24][cH:25][cH:26][cH:27][cH:28]1.[C:1]([CH3:2])([CH3:3])([CH3:4])[O:5][C:6](=[O:7])[NH:8][CH:9]([CH3:10])[c:11]1[s:12][c:13]([C:16](=[O:17])[OH:18])[cH:14][n:15]1.[CH3:29][S:30]([CH3:31])=[O:32].[K+:20].[OH-:19]>>[C:1]([CH3:2])([CH3:3])([CH3:4])[O:5][C:6](=[O:7])[NH:8][CH:9]([CH3:10])[c:11]1[s:12][c:13]([C:16](=[O:17])[O:18][CH2:22][c:23]2[cH:24][cH:25][cH:26][cH:27][cH:28]2)[cH:14][n:15]1. Procedure details: Methanesulfonic acid 2-[benzyl-((S)-5-oxo-pyrrolidin-2-ylmethyl)-amino]-ethyl ester (2.9 g, 8.89 mmol) was dissolved in a mixture of CH3CN/THF (1/1, 40 ml) and then 60% NaH (462 mg, 11.56 mmol) was added portionwise at room temperature, under a nitrogen atmosphere. After stirring for 16 hours, the solvent was removed under vacuum and the residue was taken up with water and extracted with DCM. The organic phase was washed with brine, dried (Na2SO4) and evaporated under vacuum. The residue was pur... Run at time 16 hour. Yields the product C(C1=CC=CC=C1)N1C[C@H]2N(CC1)C(CC2)=O ((S)-(−)-2-Benzylhexahydropyrrolo[1,2-a]pyrazin-6(7H)-one). The reactants are C(C1=CC=CC=C1)N(CCOS(=O)(=O)C)C[C@H]1NC(CC1)=O (Methanesulfonic acid 2-[benzyl-((S)-5-oxo-pyrrolidin-2-ylmethyl)-amino]-ethyl ester), [H-].[Na+] (NaH). Solvent: CC#N.C1CCOC1 (CH3CN THF). The yield is 97.7%. Reaction SMILES: [CH2:1]([N:8]([CH2:16][C@@H:17]1[CH2:21][CH2:20][C:19](=[O:22])[NH:18]1)[CH2:9][CH2:10]OS(C)(=O)=O)[C:2]1[CH:7]=[CH:6][CH:5]=[CH:4][CH:3]=1.[H-].[Na+]>CC#N.C1COCC1>[CH2:1]([N:8]1[CH2:9][CH2:10][N:18]2[C:19](=[O:22])[CH2:20][CH2:21][C@H:17]2[CH2:16]1)[C:2]1[CH:7]=[CH:6][CH:5]=[CH:4][CH:3]=1 |f:1.2,3.4|. Starting materials: C1(=CC=CC=C1)C=1N=C(SC1)C1CCN(CC1)C(=O)OC(C)(C)C (tert-butyl 4-(4-phenyl-1,3-thiazol-2-yl)piperidine-1-carboxylate), Cl.O1CCOCC1 (hydrogen chloride dioxane). Solvent: C(Cl)Cl (DCM). Run at time 3 hour. The product is Cl.C1(=CC=CC=C1)C=1N=C(SC1)C1CCNCC1 (4-(4-phenyl-1,3-thiazol-2-yl)piperidine hydrochloride). Reaction SMILES: [C:1]1([C:7]2[N:8]=[C:9]([CH:12]3[CH2:17][CH2:16][N:15](C(OC(C)(C)C)=O)[CH2:14][CH2:13]3)[S:10][CH:11]=2)[CH:6]=[CH:5][CH:4]=[CH:3][CH:2]=1.[ClH:25].O1CCOCC1>C(Cl)Cl>[ClH:25].[C:1]1([C:7]2[N:8]=[C:9]([CH:12]3[CH2:17][CH2:16][NH:15][CH2:14][CH2:13]3)[S:10][CH:11]=2)[CH:2]=[CH:3][CH:4]=[CH:5][CH:6]=1 |f:1.2,4.5|. Procedure details: Under ice-cooling, to a mixture of tert-butyl 4-(4-phenyl-1,3-thiazol-2-yl)piperidine-1-carboxylate (5.79 g) and DCM (30 mL) was added 4 M hydrogen chloride/dioxane (30 mL), followed by stirring for 3 hours. The resulting solid was collected by filtration, washed with diisopropyl ether, and then dried under reduced pressure to obtain 4-(4-phenyl-1,3-thiazol-2-yl)piperidine hydrochloride (4.51 g). Reactants: C(C)(C)(C)OC(NC1=C(C=C(C=C1)C#CC1=NC=CC=C1)[N+](=O)[O-])=O ((2-Nitro-4-pyridin-2-ylethynyl-phenyl)-carbamic acid tert.-butyl ester), O.O.Cl[Sn]Cl (SnCl2.2H2O). Yields the product C(C)(C)(C)OC(NC1=C(C=C(C=C1)C#CC1=NC=CC=C1)N)=O ((2-Amino-4-pyridin-2-ylethynyl-phenyl)-carbamic acid tert.-butyl ester). Isolated yield 54.4%. As a reaction SMILES: [C:1]([O:5][C:6](=[O:25])[NH:7][C:8]1[CH:13]=[CH:12][C:11]([C:14]#[C:15][C:16]2[CH:21]=[CH:20][CH:19]=[CH:18][N:17]=2)=[CH:10][C:9]=1[N+:22]([O-])=O)([CH3:4])([CH3:3])[CH3:2].O.O.Cl[Sn]Cl>>[C:1]([O:5][C:6](=[O:25])[NH:7][C:8]1[CH:13]=[CH:12][C:11]([C:14]#[C:15][C:16]2[CH:21]=[CH:20][CH:19]=[CH:18][N:17]=2)=[CH:10][C:9]=1[NH2:22])([CH3:4])([CH3:2])[CH3:3] |f:1.2.3|. Procedure: Prepared from (2-nitro-4-pyridin-2-ylethynyl-phenyl)-carbamic acid tert.-butyl ester (Example F8) (262 mg, 0.772 mmol) by reduction with SnCl2.2H2O (871 mg, 3.86 mmol) according to the general procedure G (method b). Obtained as a light brown solid (130 mg).